This data is from the Open Reaction Database (ORD), a public repository of structured organic reaction records. The task is: describe an organic reaction: reactants, conditions, products, and yield Reactants: FC=1C(=C(C=CC1)[C@H](C[C@@](C=O)(C(F)(F)F)O)C)OC ((2R*,4S*)-4-(3-fluoro-2-methoxyphenyl)-2-hydroxy-2-(trifluoromethyl)pentanal), NC1=C2C=NC(=NC2=C(C=C1)F)C (5-amino-8-fluoro-2-methylquinazoline). The reagents and catalysts are [O-]CC.[O-]CC.[O-]CC.[O-]CC.[Ti+4] (titanium tetraethoxide). Yields the product FC=1C(=C(C=CC1)[C@H](C[C@](C=NC1=C2C=NC(=NC2=C(C=C1)F)C)(O)C(F)(F)F)C)OC ((2R*,4S*)-4-(3-fluoro-2-methoxyphenyl)-1-[(8-fluoro-2-methylquinazolin-5-yl)imino]-2-(trifluoromethyl)pentan-2-ol). As a reaction SMILES: [F:1][C:2]1[C:3]([O:19][CH3:20])=[C:4]([C@@H:8]([CH3:18])[CH2:9][C@:10]([OH:17])([C:13]([F:16])([F:15])[F:14])[CH:11]=O)[CH:5]=[CH:6][CH:7]=1.[NH2:21][C:22]1[CH:31]=[CH:30][C:29]([F:32])=[C:28]2[C:23]=1[CH:24]=[N:25][C:26]([CH3:33])=[N:27]2>[O-]CC.[O-]CC.[O-]CC.[O-]CC.[Ti+4]>[F:1][C:2]1[C:3]([O:19][CH3:20])=[C:4]([C@@H:8]([CH3:18])[CH2:9][C@@:10]([C:13]([F:14])([F:15])[F:16])([OH:17])[CH:11]=[N:21][C:22]2[CH:31]=[CH:30][C:29]([F:32])=[C:28]3[C:23]=2[CH:24]=[N:25][C:26]([CH3:33])=[N:27]3)[CH:5]=[CH:6][CH:7]=1 |f:2.3.4.5.6|. Procedure details: In the same way as in Example 1, 170 mg (0.58 mmol) of (2R*,4S*)-4-(3-fluoro-2-methoxyphenyl)-2-hydroxy-2-(trifluoromethyl)pentanal, 124 mg (0.70 mmol) of 5-amino-8-fluoro-2-methylquinazoline and 0.31 ml of titanium tetraethoxide are reacted to give (2R*,4S*)-4-(3-fluoro-2-methoxyphenyl)-1-[(8-fluoro-2-methylquinazolin-5-yl)imino]-2-(trifluoromethyl)pentan-2-ol. 295 mg of resultant crude imine are cyclized in the same way as in Example 1 at −20° C. using 2.6 ml (2.6 mmol) of 1 M boron tribromide... Reactants: CSC1=CC=C(C=C1)N1C(O[C@H](C1)CN=[N+]=[N-])=O ((5R)-3-(4-Methylthiophenyl)-5-azidomethyloxazolidin-2-one), C12=CC=C(CC1)C2 (norbornadiene). Solvent: O1CCOCC1 (dioxane). The product is CSC1=CC=C(C=C1)N1C(O[C@H](C1)CN1N=NC=C1)=O ((5R)-3-(4-Methylthiophenyl)-5-(1,2,3-triazol-1-ylmethyl)oxazolidin-2-one). As a reaction SMILES: [CH3:1][S:2][C:3]1[CH:8]=[CH:7][C:6]([N:9]2[CH2:13][C@H:12]([CH2:14][N:15]=[N+:16]=[N-:17])[O:11][C:10]2=[O:18])=[CH:5][CH:4]=1.[C:19]12CC(CC1)=C[CH:20]=2>O1CCOCC1>[CH3:1][S:2][C:3]1[CH:8]=[CH:7][C:6]([N:9]2[CH2:13][C@H:12]([CH2:14][N:15]3[CH:20]=[CH:19][N:17]=[N:16]3)[O:11][C:10]2=[O:18])=[CH:5][CH:4]=1. Procedure details: (5R)-3-(4-Methylthiophenyl)-5-azidomethyloxazolidin-2-one (1.62 g, 6.14 mM) was dissolved in dioxane (30 ml), treated with norbornadiene (2.98 g, 31.5 mM) and heated under reflux for 6 hours. After removal of the solvent, the residue was dissolved in the minimum of hot ethyl acetate, filtered, cooled, then diluted with isohexane to precipitate the desired product (600 mg).